Dataset: the Open Reaction Database (ORD), a public repository of structured organic reaction records. Task: describe an organic reaction: reactants, conditions, products, and yield Reactants: CC=1C(=NC=C(C1)C)N1CCN(CC1)C(=O)C1=CC=C(C=C1)I ([4-(3,5-dimethylpyridin-2-yl)piperazin-1-yl](4-iodophenyl)methanone), N1C(CCC1)=O (pyrrolidin-2-one). Product: CC=1C(=NC=C(C1)C)N1CCN(CC1)C(=O)C1=CC=C(C=C1)N1C(CCC1)=O (1-{4-[4-(3,5-dimethylpyridin-2-yl)piperazine-1-carbonyl]phenyl}pyrrolidin-2-one). RXN SMILES: [CH3:1][C:2]1[C:3]([N:9]2[CH2:14][CH2:13][N:12]([C:15]([C:17]3[CH:22]=[CH:21][C:20](I)=[CH:19][CH:18]=3)=[O:16])[CH2:11][CH2:10]2)=[N:4][CH:5]=[C:6]([CH3:8])[CH:7]=1.[NH:24]1[CH2:28][CH2:27][CH2:26][C:25]1=[O:29]>>[CH3:1][C:2]1[C:3]([N:9]2[CH2:14][CH2:13][N:12]([C:15]([C:17]3[CH:22]=[CH:21][C:20]([N:24]4[CH2:28][CH2:27][CH2:26][C:25]4=[O:29])=[CH:19][CH:18]=3)=[O:16])[CH2:11][CH2:10]2)=[N:4][CH:5]=[C:6]([CH3:8])[CH:7]=1. Procedure: Using [4-(3,5-dimethylpyridin-2-yl)piperazin-1-yl](4-iodophenyl)methanone (568 mg) described in Preparation Example 113 and pyrrolidin-2-one (0.12 mL) and by the reaction and treatment in the same manner as in Example 1, the title compound (427 mg) was obtained. Starting materials: Cc1cc(CCl)on1, CS(C)=O, [H-], [Na+], Oc1ccc(Oc2ccccc2)cc1. The product is Cc1cc(COc2ccc(Oc3ccccc3)cc2)on1. RXN SMILES: [CH3:17][c:18]1[n:19][o:20][c:21]([CH2:23][Cl:24])[cH:22]1.[CH3:25][S:26](=[O:27])[CH3:28].[H-:15].[Na+:16].[O:1]([c:2]1[cH:3][cH:4][cH:5][cH:6][cH:7]1)[c:8]1[cH:9][cH:10][c:11]([OH:14])[cH:12][cH:13]1>>[O:1]([c:2]1[cH:3][cH:4][cH:5][cH:6][cH:7]1)[c:8]1[cH:9][cH:10][c:11]([O:14][CH2:23][c:21]2[o:20][n:19][c:18]([CH3:17])[cH:22]2)[cH:12][cH:13]1. Starting materials: CC(C)O, COC(=O)COc1ccc(F)c(C(N)=O)c1F, [Na+], [OH-], O. The product is NC(=O)c1c(F)ccc(OCC(=O)O)c1F. Reaction SMILES: [CH:21]([OH:22])([CH3:23])[CH3:24].[NH2:1][C:2](=[O:3])[c:4]1[c:5]([F:17])[c:6]([O:7][CH2:8][C:9](=[O:10])[O:11][CH3:12])[cH:13][cH:14][c:15]1[F:16].[Na+:19].[OH-:18].[OH2:20]>>[NH2:1][C:2](=[O:3])[c:4]1[c:5]([F:17])[c:6]([O:7][CH2:8][C:9](=[O:10])[OH:11])[cH:13][cH:14][c:15]1[F:16]. Starting materials: C(C1=CC=CC=C1)OC1=CC(=C(C=O)C=C1)O (4-(benzyloxy)-2-hydroxybenzaldehyde), IC(C)C (2-iodopropane), C([O-])([O-])=O.[K+].[K+] (potassium carbonate). Run in CC(=O)C (acetone). The product is C(C1=CC=CC=C1)OC1=CC(=C(C=O)C=C1)OC(C)C (4-(benzyloxy)-2-isopropoxybenzaldehyde). As a reaction SMILES: [CH2:1]([O:8][C:9]1[CH:16]=[CH:15][C:12]([CH:13]=[O:14])=[C:11]([OH:17])[CH:10]=1)[C:2]1[CH:7]=[CH:6][CH:5]=[CH:4][CH:3]=1.I[CH:19]([CH3:21])[CH3:20].C(=O)([O-])[O-].[K+].[K+]>CC(C)=O>[CH2:1]([O:8][C:9]1[CH:16]=[CH:15][C:12]([CH:13]=[O:14])=[C:11]([O:17][CH:19]([CH3:21])[CH3:20])[CH:10]=1)[C:2]1[CH:3]=[CH:4][CH:5]=[CH:6][CH:7]=1 |f:2.3.4|. Reported procedure: A mixture of 4-(benzyloxy)-2-hydroxybenzaldehyde (1 g, 4.38 mol), 2-iodopropane (1.2 eq.) and potassium carbonate (2.5 eq.) in acetone (40 mL) was refluxed overnight. The reaction was cooled to room temperature and filtered through a celite plug, and concentrated to dryness. The crude material was purified by flash column chromatography with ethyl acetate and hexanes to provide 4-(benzyloxy)-2-isopropoxybenzaldehyde (698). The reactants are O=C([O-])O, CO, CN(C)C=O, COc1ccc2c(c1)OCCn1c-2c(C2CCCCC2)c2ccc(C(=O)NC(C)(C)C(=O)O)cc21, ClC(Cl)Cl, COC(=O)c1ccc(N)c(N)c1, [Na+], O, O=S(Cl)Cl, c1ccncc1. Product: COC(=O)c1ccc(N)c(NC(=O)C(C)(C)NC(=O)c2ccc3c(C4CCCCC4)c4n(c3c2)CCOc2cc(OC)ccc2-4)c1. RXN SMILES: [C:52](=[O:53])([O-:54])[OH:55].[CH3:68][OH:69].[CH3:70][N:71]([CH3:72])[CH:73]=[O:74].[CH:1]1([c:7]2[c:8]3[c:9]([n:10]4[c:16]2-[c:15]2[c:14]([cH:20][c:19]([O:21][CH3:22])[cH:18][cH:17]2)[O:13][CH2:12][CH2:11]4)[cH:23][c:24]([C:27](=[O:28])[NH:29][C:30]([C:31](=[O:32])[OH:33])([CH3:34])[CH3:35])[cH:25][cH:26]3)[CH2:2][CH2:3][CH2:4][CH2:5][CH2:6]1.[CH:57]([Cl:58])([Cl:59])[Cl:60].[NH2:40][c:41]1[cH:42][c:43]([C:44](=[O:45])[O:46][CH3:47])[cH:48][cH:49][c:50]1[NH2:51].[Na+:56].[OH2:67].[S:36]([Cl:37])([Cl:38])=[O:39].[cH:61]1[cH:62][cH:63][n:64][cH:65][cH:66]1>>[CH:1]1([c:7]2[c:8]3[c:9]([n:10]4[c:16]2-[c:15]2[c:14]([cH:20][c:19]([O:21][CH3:22])[cH:18][cH:17]2)[O:13][CH2:12][CH2:11]4)[cH:23][c:24]([C:27](=[O:28])[NH:29][C:30]([C:31](=[O:33])[NH:40][c:41]2[cH:42][c:43]([C:44](=[O:45])[O:46][CH3:47])[cH:48][cH:49][c:50]2[NH2:51])([CH3:34])[CH3:35])[cH:25][cH:26]3)[CH2:2][CH2:3][CH2:4][CH2:5][CH2:6]1.